From a dataset of the Open Reaction Database (ORD), a public repository of structured organic reaction records. describe an organic reaction: reactants, conditions, products, and yield The reactants are CN(C1=NC=C(C(=N1)N)C1=C(C=C(C=C1)Cl)Cl)C (2-Dimethylamino-4-amino-5-(2,4-dichlorophenyl)pyrimidine), S(=O)(=O)(O)O.N1(CCCCC1)C(=N)N (1-piperidinecarboxamidine sulphate). Yields the product N1C(CCCC1)C1=NC=C(C(=N1)N)C1=C(C=C(C=C1)Cl)Cl (2-Piperidyl-4-amino-5(2,4-dichlorophenyl)pyrimidine). As a reaction SMILES: CN(C)[C:3]1[N:8]=[C:7]([NH2:9])[C:6]([C:10]2[CH:15]=[CH:14][C:13]([Cl:16])=[CH:12][C:11]=2[Cl:17])=[CH:5][N:4]=1.S(O)(O)(=O)=O.[N:24]1(C(N)=N)[CH2:29][CH2:28][CH2:27][CH2:26][CH2:25]1>>[NH:24]1[CH2:29][CH2:28][CH2:27][CH2:26][CH:25]1[C:3]1[N:8]=[C:7]([NH2:9])[C:6]([C:10]2[CH:15]=[CH:14][C:13]([Cl:16])=[CH:12][C:11]=2[Cl:17])=[CH:5][N:4]=1 |f:1.2|. Reported procedure: This compound was prepared in an analogous manner to the compound of Example 76 from 1-piperidinecarboxamidine sulphate (Bader), mp. 169° C.